Dataset: the Open Reaction Database (ORD), a public repository of structured organic reaction records. Task: describe an organic reaction: reactants, conditions, products, and yield Reactants: O=C(Cl)c1ccccc1F, [Na], C1CCOC1, O=C1NS(=O)(=O)c2ccccc21. Yields the product O=C(c1ccccc1F)N1C(=O)c2ccccc2S1(=O)=O. RXN SMILES: [F:1][c:2]1[c:3]([C:4](=[O:5])[Cl:6])[cH:7][cH:8][cH:9][cH:10]1.[Na:23].[O:24]1[CH2:25][CH2:26][CH2:27][CH2:28]1.[S:11]1(=[O:12])(=[O:13])[NH:14][C:15](=[O:16])[c:17]2[cH:18][cH:19][cH:20][cH:21][c:22]21>>[F:1][c:2]1[c:3]([C:4](=[O:5])[N:14]2[S:11](=[O:12])(=[O:13])[c:22]3[c:17]([cH:18][cH:19][cH:20][cH:21]3)[C:15]2=[O:16])[cH:7][cH:8][cH:9][cH:10]1. The solvent is C(C)O (ethanol). Starting materials: FC=1C=CC(=C(C1)NC(C)(C(=O)O)C)[N+](=O)[O-] (N-(5-Fluoro-2-nitrophenyl)-2-methylalanine), 41. Reported procedure: N-(5-Fluoro-2-nitrophenyl)-2-methylalanine is taken up in approximately 1 L of ethanol and divided into two lots for reduction. The reductions are done with 1.7-1.9 g of palladium on carbon (10%) under hydrogen at initial pressures of 41 and 43 psi. After 4 hr the reaction is judged complete and the catalyst is filtered off. The filtrates are combined after concentration (with heating) to about 100 ml, then further concentrated. The crude product is chromatographed on silica gel (900 ml) eluting... Yields the product CC1(C(NC2=CC=C(C=C2N1)F)=O)C (3,3-Dimethyl-6-fluoro-1,2,3,4-tetrahydroquinoxalin-2-one). Reagents/catalysts: [Pd] (palladium on carbon). Run at time 4 hour. RXN SMILES: [F:1][C:2]1[CH:3]=[CH:4][C:5]([N+:15]([O-])=O)=[C:6]([NH:8][C:9]([CH3:14])([C:11](O)=[O:12])[CH3:10])[CH:7]=1>C(O)C.[Pd]>[CH3:10][C:9]1([CH3:14])[NH:8][C:6]2[C:5](=[CH:4][CH:3]=[C:2]([F:1])[CH:7]=2)[NH:15][C:11]1=[O:12]. Starting materials: C(C)(C)(C)OC(=O)NCCCO (3-[(tert-butoxycarbonyl)amino]-1-propanol), N(=NC(=O)OCC)C(=O)OCC (diethyl azodicarboxylate), OC1=CC2=C(CC(C(NC2)=O)CC(=O)OC)C=C1 (methyl (±)-8-hydroxy-3-oxo-2,3,4,5-tetrahydro-1H-2-benzazepine-4-acetate), C1(=CC=CC=C1)P(C1=CC=CC=C1)C1=CC=CC=C1 (triphenylphosphine). Run in CN(C)C=O (DMF), CN(C)C=O (DMF), C1CCOC1 (THF). Reaction conditions: time 18 hour. Product: C(C)(C)(C)OC(=O)NCCCOC1=CC2=C(CC(C(NC2)=O)CC(=O)OC)C=C1 (Methyl (±)-8-[3-(tert-butoxycarbonylamino)-1-propyloxy]-3-oxo-2,3,4,5-tetrahydro-1H-2-benzazepine-4-acetate). The yield is 67.7%. Reaction SMILES: [C:1]([O:5][C:6]([NH:8][CH2:9][CH2:10][CH2:11][OH:12])=[O:7])([CH3:4])([CH3:3])[CH3:2].N(C(OCC)=O)=NC(OCC)=O.O[C:26]1[CH:42]=[CH:41][C:29]2[CH2:30][CH:31]([CH2:36][C:37]([O:39][CH3:40])=[O:38])[C:32](=[O:35])[NH:33][CH2:34][C:28]=2[CH:27]=1.C1(P(C2C=CC=CC=2)C2C=CC=CC=2)C=CC=CC=1>CN(C=O)C.C1COCC1>[C:1]([O:5][C:6]([NH:8][CH2:9][CH2:10][CH2:11][O:12][C:26]1[CH:42]=[CH:41][C:29]2[CH2:30][CH:31]([CH2:36][C:37]([O:39][CH3:40])=[O:38])[C:32](=[O:35])[NH:33][CH2:34][C:28]=2[CH:27]=1)=[O:7])([CH3:4])([CH3:3])[CH3:2]. Reported procedure: A solution of 3-[(tert-butoxycarbonyl)amino]-1-propanol (0.14 g, 0.8 mmol) and diethyl azodicarboxylate (0.13 mL, 0.8 mmole) in anhydrous DMF (2 mL) was added dropwise to a solution of methyl (±)-8-hydroxy-3-oxo-2,3,4,5-tetrahydro-1H-2-benzazepine-4-acetate (0.10 g, 0.4 mmole) and triphenylphosphine (0.21 g, 0.8 mmol) in anhydrous DMF (1.4 mL) and dry THF (2 mL) at RT under argon. The resulting solution was stirred for 18 hr, then was concentrated under vacuum. Silica gel chromatography (1%-3% M... Procedure details: Compound of example 105 (9 g, 29 mmol) in dry DMF (50 mL) was reacted methyl 2-chlorobenzoate (16.5 g, 96.7 mmol) in the presence of NaH (50%, 6.99 g, 145.6 mmol) as described in example 16 to obtain the title compound. The product is ClC1=C(C=CC=C1)C=1OC2=C(C(=CC(=C2C(C1)=O)OC)OC)[C@H]1[C@@H](CN(CC1)C)O ((±)-trans-2-(2-Chloro-phenyl)-8-(3-hydroxy-1-methyl-piperidin-4-yl)-5,7-dimethoxy-chromen-4-one). As a reaction SMILES: [OH:1][C:2]1[C:7]([C@@H:8]2[CH2:13][CH2:12][N:11]([CH3:14])[CH2:10][C@H:9]2[OH:15])=[C:6]([O:16][CH3:17])[CH:5]=[C:4]([O:18][CH3:19])[C:3]=1[C:20](=[O:22])[CH3:21].[Cl:23][C:24]1[CH:33]=[CH:32][CH:31]=[CH:30][C:25]=1[C:26](OC)=O.[H-].[Na+]>CN(C=O)C>[Cl:23][C:24]1[CH:33]=[CH:32][CH:31]=[CH:30][C:25]=1[C:26]1[O:1][C:2]2[C:3]([C:20](=[O:22])[CH:21]=1)=[C:4]([O:18][CH3:19])[CH:5]=[C:6]([O:16][CH3:17])[C:7]=2[C@@H:8]1[CH2:13][CH2:12][N:11]([CH3:14])[CH2:10][C@H:9]1[OH:15] |f:2.3|. The reactants are OC1=C(C(=CC(=C1[C@H]1[C@@H](CN(CC1)C)O)OC)OC)C(C)=O ((±)-trans-1-[2-Hydroxy-3-(3-hydroxy-1-methyl-piperidin-4-yl)-4,6-dimethoxy-phenyl]-ethanone), ClC1=C(C(=O)OC)C=CC=C1 (methyl 2-chlorobenzoate), [H-].[Na+] (NaH). The solvent is CN(C)C=O (DMF). RXN SMILES: [O:1]1[CH:5]=[CH:4][CH:3]=[C:2]1[CH2:6][OH:7].[CH3:8][N:9]([CH2:11]N(C)C)[CH3:10]>>[CH3:8][N:9]([CH2:11][C:5]1[O:1][C:2]([CH2:6][OH:7])=[CH:3][CH:4]=1)[CH3:10]. The reactants are O1C(=CC=C1)CO (2-furanmethanol), CN(C)CN(C)C (bis(dimethylamino)methane). Yields the product CN(C)CC1=CC=C(O1)CO (5-(dimethylaminomethyl)-2-furanmethanol). Procedure details: In a series of experiments with 2-furanmethanol we have found that the use of bis(dimethylamino)methane gives better yields of 5-(dimethylaminomethyl)-2-furanmethanol than those obtained using dimethylamine and a source of formaldehyde (e.g. aqueous formaldehyde, paraformaldehyde and trioxan). Furthermore the product obtained after distillation was also purer. The yields referred to above were 76-94% and these compare very favourably with the yields reported by R. F. Holdren (12%) (J. Amer. Chem...